This data is from the Open Reaction Database (ORD), a public repository of structured organic reaction records. The task is: describe an organic reaction: reactants, conditions, products, and yield Yields the product C=1C=CN2C1CN(C1=C(C2)C=CC=C1)C(=O)C1=CC=C(C=C1)NC(=O)C1OCCC1 (N-[4-(5H-Pyrrolo[2,1-c][1,4]benzodiazepin-10(11H)-ylcarbonyl)phenyl]tetrahydrofurane-2-carboxamide). Procedure details: As described for Example 8, 0.500 g of 10,11-dihydro-10-(4-aminobenzoyl)-5H-pyrrolo[2,1-c][1,4]benzodiazepine is reacted with 0.267 g of tetrahydrofurane-2-carbonyl chloride to give a glass which is crystallized from ethyl acetate to give 0.22 g of crystals, m.p. 208°-214° C. As a reaction SMILES: [NH2:1][C:2]1[CH:23]=[CH:22][C:5]([C:6]([N:8]2[C:14]3[CH:15]=[CH:16][CH:17]=[CH:18][C:13]=3[CH2:12][N:11]3[CH:19]=[CH:20][CH:21]=[C:10]3[CH2:9]2)=[O:7])=[CH:4][CH:3]=1.[O:24]1[CH2:28][CH2:27][CH2:26][CH:25]1[C:29](Cl)=[O:30]>>[CH:21]1[CH:20]=[CH:19][N:11]2[CH2:12][C:13]3[CH:18]=[CH:17][CH:16]=[CH:15][C:14]=3[N:8]([C:6]([C:5]3[CH:22]=[CH:23][C:2]([NH:1][C:29]([CH:25]4[CH2:26][CH2:27][CH2:28][O:24]4)=[O:30])=[CH:3][CH:4]=3)=[O:7])[CH2:9][C:10]=12. Starting materials: NC1=CC=C(C(=O)N2CC=3N(CC4=C2C=CC=C4)C=CC3)C=C1 (10,11-dihydro-10-(4-aminobenzoyl)-5H-pyrrolo[2,1-c][1,4]benzodiazepine), O1C(CCC1)C(=O)Cl (tetrahydrofurane-2-carbonyl chloride). The yield is 33.2%. Starting materials: FC(S(=O)(=O)OCC(F)(F)F)(F)F (2,2,2-trifluoroethyl trifluoromethanesulfonate), N1C(=NC2=C1C=CC=C2)NC2CCN(CC2)C(=O)OCC ((1H-benzimidazol-2-yl)(1-ethoxycarbonylpiperidin-4-yl)amine). Product: FC(CN1C(=NC2=C1C=CC=C2)NC2CCNCC2)(F)F ((1-(2,2,2-trifluoroethyl)-1H-benzimidazol-2-yl)(piperidin-4-yl)amine). RXN SMILES: FC(F)(F)S(O[CH2:7][C:8]([F:11])([F:10])[F:9])(=O)=O.[NH:14]1[C:18]2[CH:19]=[CH:20][CH:21]=[CH:22][C:17]=2[N:16]=[C:15]1[NH:23][CH:24]1[CH2:29][CH2:28][N:27](C(OCC)=O)[CH2:26][CH2:25]1>>[F:9][C:8]([F:11])([F:10])[CH2:7][N:14]1[C:18]2[CH:19]=[CH:20][CH:21]=[CH:22][C:17]=2[N:16]=[C:15]1[NH:23][CH:24]1[CH2:29][CH2:28][NH:27][CH2:26][CH2:25]1. Procedure details: Prepare by the method of Preparation 14 using 2,2,2-trifluoroethyl trifluoromethanesulfonate and (1H-benzimidazol-2-yl)(1-ethoxycarbonylpiperidin-4-yl)amine to give the title compound. The reactants are OCC=1C2=C(SC1)C(=CC=C2)C (3-hydroxymethyl-7-methyl-benzo[b]thiophene), O=S(Cl)Cl (SOCl2). Solvent: CCOCC (ether). Conditions: time 2 hour. The product is ClCC1=CSC2=C1C=CC=C2C (3-chloromethyl-7-methyl-benzothiophene). As a reaction SMILES: O[CH2:2][C:3]1[C:4]2[CH:11]=[CH:10][CH:9]=[C:8]([CH3:12])[C:5]=2[S:6][CH:7]=1.O=S(Cl)[Cl:15]>CCOCC>[Cl:15][CH2:2][C:3]1[C:4]2[CH:11]=[CH:10][CH:9]=[C:8]([CH3:12])[C:5]=2[S:6][CH:7]=1. Procedure: 290 mg of 3-hydroxymethyl-7-methyl-benzo[b]thiophene are dissolved in ether, 0.6 ml SOCl2 added and the mixture stirred for 2 hours at room temperature. The reaction mixture is poured onto ice and the organic phase washed neutral, dried and concentrated under vacuum. The crude 3-chloromethyl-7-methyl-benzothiophene thus obtained is dissolved in acetone, mixed with an aqueoug solution of 170 mg of KCN and refluxed for 18 hours. The reaction mixture is concentrated, the residue partitioned between... The reactants are CO, Cl, [Li+], COC(=O)c1nc(N2CCCCS2(=O)=O)c2cccnc2c1O, [OH-]. The product is O=C(O)c1nc(N2CCCCS2(=O)=O)c2cccnc2c1O. As a reaction SMILES: [CH3:27][OH:28].[ClH:26].[Li+:24].[O:1]=[S:2]1(=[O:23])[N:3]([c:8]2[c:9]3[cH:10][cH:11][cH:12][n:13][c:14]3[c:15]([OH:22])[c:16]([C:18](=[O:19])[O:20][CH3:21])[n:17]2)[CH2:4][CH2:5][CH2:6][CH2:7]1.[OH-:25]>>[O:1]=[S:2]1(=[O:23])[N:3]([c:8]2[c:9]3[cH:10][cH:11][cH:12][n:13][c:14]3[c:15]([OH:22])[c:16]([C:18](=[O:19])[OH:20])[n:17]2)[CH2:4][CH2:5][CH2:6][CH2:7]1. Reactants: FC(C(=O)O)(F)F (Trifluoroacetic acid), [N+](=O)([O-])C1=C(COC(CCCCCCCCCCOC=2C=C(C=C(C(=O)OC(C)(C)C)C2)C(=O)OC(C)(C)C)=O)C=CC=C1 (di-tert-butyl 5-(11-(2-nitrobenzyloxy)-11-oxoundecyloxy)isophthalate), ( M ). Solvent: C(Cl)Cl (CH2Cl2). The product is [N+](=O)([O-])C1=C(COC(CCCCCCCCCCOC=2C=C(C=C(C(=O)O)C2)C(=O)O)=O)C=CC=C1 (5-(11-(2-nitrobenzyloxy)-11-oxoundecyloxy)isophthalic acid). Reaction SMILES: [N+:1]([C:4]1[CH:44]=[CH:43][CH:42]=[CH:41][C:5]=1[CH2:6][O:7][C:8](=[O:40])[CH2:9][CH2:10][CH2:11][CH2:12][CH2:13][CH2:14][CH2:15][CH2:16][CH2:17][CH2:18][O:19][C:20]1[CH:21]=[C:22]([C:33]([O:35]C(C)(C)C)=[O:34])[CH:23]=[C:24]([CH:32]=1)[C:25]([O:27]C(C)(C)C)=[O:26])([O-:3])=[O:2].FC(F)(F)C(O)=O>C(Cl)Cl>[N+:1]([C:4]1[CH:44]=[CH:43][CH:42]=[CH:41][C:5]=1[CH2:6][O:7][C:8](=[O:40])[CH2:9][CH2:10][CH2:11][CH2:12][CH2:13][CH2:14][CH2:15][CH2:16][CH2:17][CH2:18][O:19][C:20]1[CH:32]=[C:24]([C:25]([OH:27])=[O:26])[CH:23]=[C:22]([CH:21]=1)[C:33]([OH:35])=[O:34])([O-:3])=[O:2]. Reported procedure: The previously prepared compound, di-tert-butyl 5-(11-(2-nitrobenzyloxy)-11-oxoundecyloxy)isophthalate, was dissolved in CH2Cl2 (10 mL) producing a yellow solution. Trifluoroacetic acid (TFA) (10 mL) was slowly added while stirring. The solution was stirred at room temperature for 1 hour. The solvent was removed by rotovap producing a white solid, which was washed four times with CH2Cl2 and dried under vacuum. A white power was produced. Yield: 0.127 g (100%). 1H-NMR (DMSO-d6) δ (ppm): 13.3 (s, ...